From a dataset of the Open Reaction Database (ORD), a public repository of structured organic reaction records. describe an organic reaction: reactants, conditions, products, and yield The reactants are N12CC3C(C(CC(C1)C3)C2)=O (1-azatricyclo[3.3.1.13,7]decan-4-one), NC=1C=NC(=CC1)Cl (3-amino-6-chloropyridine), [O-]S(=O)(=O)[O-].[Na+].[Na+] (Na2SO4), [BH-](OC(=O)C)(OC(=O)C)OC(=O)C.[Na+] (NaBH(OAc)3). Solvent: CC(=O)O (HOAc). Reaction conditions: time 10 hour. Product: ClC1=CC=C(C=N1)N[C@@H]1C2CN3CC(CC1C3)C2 ((4r)-4-N-(6-Chloropyridin-3-yl)-1-azatricyclo[3.3.1.13,7]decan-4-amine). Reaction SMILES: [N:1]12[CH2:10][CH:5]3[CH2:6][CH:7]([CH2:9][CH:3]([C:4]3=O)[CH2:2]1)[CH2:8]2.[NH2:12][C:13]1[CH:14]=[N:15][C:16]([Cl:19])=[CH:17][CH:18]=1.[O-]S([O-])(=O)=O.[Na+].[Na+].[BH-](OC(C)=O)(OC(C)=O)OC(C)=O.[Na+]>CC(O)=O>[Cl:19][C:16]1[N:15]=[CH:14][C:13]([NH:12][C@H:4]2[CH:5]3[CH2:10][N:1]4[CH2:8][CH:7]([CH2:9][CH:3]2[CH2:2]4)[CH2:6]3)=[CH:18][CH:17]=1 |f:2.3.4,5.6|. Procedure details: A solution of 1-azatricyclo[3.3.1.13,7]decan-4-one (1.51 g, 10 mmol; see Becker, D. P.; Flynn, D. L. Synthesis 1992, 1080) in HOAc (50 mL) was treated with 3-amino-6-chloropyridine (1.90 g, 15 mmol; Aldrich), anhydrous Na2SO4 (18.5 g, 0.13 mol; Aldrich), and NaBH(OAc)3 (4.22 g, 20 mmol; Aldrich) and was stirred at ambient temperature for 10 hours. After the reaction was complete, the solid was filtered off, and the filtrate was concentrated. The residue was carefully basified with saturated aque... Reactants: [Cl-], Cc1ccc(C)c(C(=O)CCl)c1, [Na+], O, OCCO, Cc1ccccc1C. The product is Cc1ccc(C)c(C2(CCl)OCCO2)c1. As a reaction SMILES: [Cl-:17].[Cl:1][CH2:2][C:3](=[O:4])[c:5]1[c:6]([CH3:12])[cH:7][cH:8][c:9]([CH3:11])[cH:10]1.[Na+:18].[OH2:27].[OH:13][CH2:14][CH2:15][OH:16].[c:19]1([CH3:20])[c:21]([CH3:22])[cH:23][cH:24][cH:25][cH:26]1>>[Cl:1][CH2:2][C:3]1([c:5]2[c:6]([CH3:12])[cH:7][cH:8][c:9]([CH3:11])[cH:10]2)[O:4][CH2:15][CH2:14][O:13]1. Reactants: Cl.C(C1=CC=CC=C1)(C1=CC=CC=C1)[C@@H]1CNCC[C@@H]1OCC1=CC(=CC(=C1)C(F)(F)F)F (cis-3-Benzhydryl-4-[[3-fluoro-5-(trifluoromethyl)benzyl]oxy]piperidine hydrochloride), C(C1=CC=2OCOC2C=C1)(=O)O (piperonylic acid). Yields the product C(C1=CC=CC=C1)(C1=CC=CC=C1)[C@@H]1CN(CC[C@@H]1OCC1=CC(=CC(=C1)C(F)(F)F)F)C(=O)C1=CC2=C(OCO2)C=C1 (cis-3-Benzhydryl-1-(1,3-benzodioxol-5-ylcarbonyl)-4-[[3-fluoro-5-(trifluoromethyl)benzyl]oxy]piperidine). RXN SMILES: Cl.[CH:2]([C@H:15]1[C@@H:20]([O:21][CH2:22][C:23]2[CH:28]=[C:27]([C:29]([F:32])([F:31])[F:30])[CH:26]=[C:25]([F:33])[CH:24]=2)[CH2:19][CH2:18][NH:17][CH2:16]1)([C:9]1[CH:14]=[CH:13][CH:12]=[CH:11][CH:10]=1)[C:3]1[CH:8]=[CH:7][CH:6]=[CH:5][CH:4]=1.[C:34](O)(=[O:44])[C:35]1[CH:43]=[CH:42][C:41]2[O:40][CH2:39][O:38][C:37]=2[CH:36]=1>>[CH:2]([C@H:15]1[C@@H:20]([O:21][CH2:22][C:23]2[CH:28]=[C:27]([C:29]([F:32])([F:30])[F:31])[CH:26]=[C:25]([F:33])[CH:24]=2)[CH2:19][CH2:18][N:17]([C:34]([C:35]2[CH:43]=[CH:42][C:41]3[O:40][CH2:39][O:38][C:37]=3[CH:36]=2)=[O:44])[CH2:16]1)([C:9]1[CH:14]=[CH:13][CH:12]=[CH:11][CH:10]=1)[C:3]1[CH:8]=[CH:7][CH:6]=[CH:5][CH:4]=1 |f:0.1|. Reported procedure: The compound (28.8 mg) obtained in Example 26 and piperonylic acid (19.9 mg) were reacted and treated in the same manner as in the method described in Example 33 to obtain the title compound. The reactants are COc1c(Br)cc2c(c1S(C)(=O)=O)CCN(C(C)=O)CC2, CO, [H][H]. The product is COc1ccc2c(c1S(C)(=O)=O)CCN(C(C)=O)CC2. As a reaction SMILES: [C:1]([CH3:2])(=[O:3])[N:4]1[CH2:5][CH2:6][c:7]2[c:8]([cH:11][c:12]([Br:21])[c:13]([O:19][CH3:20])[c:14]2[S:15](=[O:16])(=[O:17])[CH3:18])[CH2:9][CH2:10]1.[CH3:24][OH:25].[H:22][H:23]>>[C:1]([CH3:2])(=[O:3])[N:4]1[CH2:5][CH2:6][c:7]2[c:8]([cH:11][cH:12][c:13]([O:19][CH3:20])[c:14]2[S:15](=[O:16])(=[O:17])[CH3:18])[CH2:9][CH2:10]1.